From a dataset of the Open Reaction Database (ORD), a public repository of structured organic reaction records. describe an organic reaction: reactants, conditions, products, and yield Reactants: CCO, Cl, CCOC(=O)c1c(NC(=O)c2c(F)cccc2C(F)(F)F)sc2c1C1CCC(C2)O1, [K+], [OH-]. Yields the product O=C(Nc1sc2c(c1C(=O)O)C1CCC(C2)O1)c1c(F)cccc1C(F)(F)F. As a reaction SMILES: [CH3:34][CH2:35][OH:36].[ClH:33].[F:1][c:2]1[c:3]([C:4](=[O:5])[NH:6][c:7]2[c:8]([C:18](=[O:19])[O:20][CH2:21][CH3:22])[c:9]3[c:10]([s:11]2)[CH2:12][CH:13]2[CH2:14][CH2:15][CH:16]3[O:17]2)[c:23]([C:27]([F:28])([F:29])[F:30])[cH:24][cH:25][cH:26]1.[K+:32].[OH-:31]>>[F:1][c:2]1[c:3]([C:4](=[O:5])[NH:6][c:7]2[c:8]([C:18](=[O:19])[OH:20])[c:9]3[c:10]([s:11]2)[CH2:12][CH:13]2[CH2:14][CH2:15][CH:16]3[O:17]2)[c:23]([C:27]([F:28])([F:29])[F:30])[cH:24][cH:25][cH:26]1. Reactants: C(\C=C/C(=O)O)(=O)O (maleic acid), N\C(=C/C(=O)OCC)\C (ethyl 3-aminocrotonate), C(C)C(C(=O)O)C(COCC=1C=NC=CC1)=O (ethyl 3-oxo-4-(3-pyridylmethoxy) butanoic acid), [N+](=O)([O-])C1=C(C=O)C=CC=C1 (2-nitrobenzaldehyde). Solvent: C(C)O (ethanol), C(C)(=O)OCC (ethyl acetate). Conditions: time 8 hour. Product: C(C)OC(=O)C1=C(NC(=C(C1C1=C(C=CC=C1)[N+](=O)[O-])C(=O)OCC)COCC=1C=NC=CC1)C (1,4-Dihydro-2-methyl-4-(2-nitrophenyl)-6-[(3-pyridylmethoxy)methyl]pyridine-3,5-dicarboxylic acid diethyl ester). Reaction SMILES: [NH2:1]/[C:2](/[CH3:9])=[CH:3]\[C:4]([O:6][CH2:7][CH3:8])=[O:5].[CH2:10]([CH:12]([C:16](=O)[CH2:17][O:18][CH2:19][C:20]1[CH:21]=[N:22][CH:23]=[CH:24][CH:25]=1)[C:13]([OH:15])=[O:14])[CH3:11].[N+:27]([C:30]1[CH:37]=[CH:36][CH:35]=[CH:34]C=1C=O)([O-:29])=[O:28].[C:38](O)(=O)/[CH:39]=C\C(O)=O>C(O)C.C(OCC)(=O)C>[CH2:7]([O:6][C:4]([C:3]1[CH:10]([C:11]2[CH:34]=[CH:35][CH:36]=[CH:37][C:30]=2[N+:27]([O-:29])=[O:28])[C:12]([C:13]([O:15][CH2:38][CH3:39])=[O:14])=[C:16]([CH2:17][O:18][CH2:19][C:20]2[CH:21]=[N:22][CH:23]=[CH:24][CH:25]=2)[NH:1][C:2]=1[CH3:9])=[O:5])[CH3:8]. Procedure: A mixture of ethyl 3-aminocrotonate (1.3g, 0.01 mol), ethyl 3-oxo-4-(3-pyridylmethoxy) butanoic acid (2.4 g 0.01 mol) and 2-nitrobenzaldehyde (1.56g, 0.01 m) in ethanol (50 ml) was refluxed for 23 hours. The solvent was removed under reduced pressure and the residue treated with diethyl ether and extracted with 2N hydrochloric acid. The separated aqueous phase was extracted with chloroform and the chloroform phase separated and evaporated. The residue was treated with acetone and left overnight.... Starting materials: [OH-].[Na+] (sodium hydroxide), ClC1=CC=2C(=NCC=3N(C2S1)CC(N3)(O)CCl)C3=C(C=CC=C3)F ((RS)-2-chloro-8-chloromethyl-4-(2-fluoro-phenyl)-8,9-dihydro-6H-imidazo[1,2-a]thieno[3,2-f][1,4]diazepin-8-ol), two, [OH-].[Na+] (sodium hydroxide). Conditions: time 21 hour. Product: ClC1=CC=2C(=NCC=3N(C2S1)CC(N3)CO)C3=C(C=CC=C3)F (2-chloro-4-(2-fluoro-phenyl)-8.9-dihydro-6H-imidazo[1,2-a]thieno[3,2-f][1,4]diazepine-8-methanol). RXN SMILES: [OH-:1].[Na+].[Cl:3][C:4]1[S:13][C:12]2[N:11]3[CH2:14][C:15]([CH2:18]Cl)(O)[N:16]=[C:10]3[CH2:9][N:8]=[C:7]([C:20]3[CH:25]=[CH:24][CH:23]=[CH:22][C:21]=3[F:26])[C:6]=2[CH:5]=1>>[Cl:3][C:4]1[S:13][C:12]2[N:11]3[CH2:14][CH:15]([CH2:18][OH:1])[N:16]=[C:10]3[CH2:9][N:8]=[C:7]([C:20]3[CH:25]=[CH:24][CH:23]=[CH:22][C:21]=3[F:26])[C:6]=2[CH:5]=1 |f:0.1|. Procedure: 37.2 g of 2.5N sodium hydroxide solution were added at 60° C. to a suspension of the reaction mixture (RS)-2-chloro-8-chloromethyl-4-(2-fluoro-phenyl)-8,9-dihydro-6H-imidazo[1,2-a]thieno[3,2-f][1,4]diazepin-8-ol obtained in accordance with paragraph e) and stirred under argon for 21 h., subsequently two 18.7 g portions of 2.5N sodium hydroxide solution were added at intervals of two hours and the mixture was stirred for 2 h. The suspension was extracted with sodium chloride solution saturated wi... The reactants are N(=[N+]=[N-])[Si](C)(C)C (azidotrimethylsilane), C12C(CCCCC1)O2 (cycloheptene oxide), C(C=C)Br (allyl bromide). The solvent is ClC1=CC=CC=C1 (chlorobenzene). The product is Br[C@H]1[C@@H](CCCCC1)O[Si](C)(C)C ((1R,2R)-1-bromo-2-trimethylsiloxycycloheptane). The yield is 82.0%. RXN SMILES: N([Si:4]([CH3:7])([CH3:6])[CH3:5])=[N+]=[N-].[CH:8]12[O:15][CH:9]1[CH2:10][CH2:11][CH2:12][CH2:13][CH2:14]2.C([Br:19])C=C>ClC1C=CC=CC=1>[Br:19][C@@H:8]1[CH2:14][CH2:13][CH2:12][CH2:11][CH2:10][C@H:9]1[O:15][Si:4]([CH3:7])([CH3:6])[CH3:5]. Procedure details: To a vial containing 0.03 grams of (R)-catalyst prepared as in Example 1 was added a solution of azidotrimethylsilane (0.34 g, 2.95 mmol) and cycloheptene oxide (0.28 g, 2.50 mmol) in a mixture of allyl bromide (4.0 mL) and chlorobenzene (4.0 ml). After 48 h the volatiles were removed at reduced pressure and the residue was purified by flash chromatography on 220-400 mesh silica with 98% hexane and 2% ether as eluant. The product (1R,2R)-1-bromo-2-trimethylsiloxycycloheptane (0.54 g, 82%) was is... The reactants are C(C)(C)(C)OC(=O)NC[C@@H](NC(=O)OCC1C2=CC=CC=C2C=2C=CC=CC12)C(=O)O (3-[(tert-butoxycarbonyl)amino]-N-[(9H-fluoren-9-ylmethoxy)carbonyl]-D-alanine), Cl (HCl). Solvent: C(Cl)Cl (CH2Cl2). Reaction conditions: time 16 hour. The product is Cl.NC[C@H](NC(=O)OCC1C2=CC=CC=C2C=2C=CC=CC12)C(=O)O (3-amino-N-[(9H-fluoren-9-ylmethoxy)carbonyl]-L-alanine hydrochloride). RXN SMILES: C(OC([NH:8][CH2:9][C@H:10]([C:29]([OH:31])=[O:30])[NH:11][C:12]([O:14][CH2:15][CH:16]1[C:28]2[CH:27]=[CH:26][CH:25]=[CH:24][C:23]=2[C:22]2[C:17]1=[CH:18][CH:19]=[CH:20][CH:21]=2)=[O:13])=O)(C)(C)C.[ClH:32]>C(Cl)Cl>[ClH:32].[NH2:8][CH2:9][C@@H:10]([C:29]([OH:31])=[O:30])[NH:11][C:12]([O:14][CH2:15][CH:16]1[C:17]2[CH:18]=[CH:19][CH:20]=[CH:21][C:22]=2[C:23]2[C:28]1=[CH:27][CH:26]=[CH:25][CH:24]=2)=[O:13] |f:3.4|. Procedure details: To a stirred solution of 3-[(tert-butoxycarbonyl)amino]-N-[(9H-fluoren-9-ylmethoxy)carbonyl]-D-alanine (1.0 g, 2.35 mmol) in CH2Cl2 (11.72 mL) was added HCl (4.0 M in dioxane, 11.72 mL, 46.9 mmol). After stirring for 16 hours, the reaction mixture was concentrated to give the title product, which was used without further purification. LC-MS Method A: m/e=327.19 [M+1]; Rt=1.73 min. The product is COc1ccc(C(=O)Nc2ccc3cc(O)ccc3c2)cc1. The reactants are COc1ccc(C(=O)Cl)cc1, ClCCl, [K+], [K+], Nc1ccc2cc(O)ccc2c1, O=C([O-])[O-]. Reaction SMILES: [C:13]([c:14]1[cH:15][cH:16][c:17]([O:20][CH3:21])[cH:18][cH:19]1)(=[O:22])[Cl:23].[Cl:30][CH2:31][Cl:32].[K+:24].[K+:25].[NH2:1][c:2]1[cH:3][c:4]2[cH:5][cH:6][c:7]([OH:12])[cH:8][c:9]2[cH:10][cH:11]1.[O-:26][C:27]([O-:28])=[O:29]>>[NH:1]([c:2]1[cH:3][c:4]2[cH:5][cH:6][c:7]([OH:12])[cH:8][c:9]2[cH:10][cH:11]1)[C:13]([c:14]1[cH:15][cH:16][c:17]([O:20][CH3:21])[cH:18][cH:19]1)=[O:22]. Reactants: CCOP(=O)(CC=CC(=O)OC)OCC, CN(C)C=O, O=Cc1ccccc1Cl, [H-], [Na+], C1CCOC1, O. Product: COC(=O)C=CC=Cc1ccccc1Cl. RXN SMILES: [CH2:10]([O:11][P:12]([O:13][CH2:14][CH3:15])(=[O:16])[CH2:18][CH:19]=[CH:20][C:21](=[O:22])[O:23][CH3:24])[CH3:17].[CH3:27][N:28]([CH3:29])[CH:30]=[O:31].[Cl:1][c:2]1[c:3]([CH:4]=[O:5])[cH:6][cH:7][cH:8][cH:9]1.[H-:25].[Na+:26].[O:32]1[CH2:33][CH2:34][CH2:35][CH2:36]1.[OH2:37]>>[Cl:1][c:2]1[c:3]([CH:4]=[CH:18][CH:19]=[CH:20][C:21](=[O:22])[O:23][CH3:24])[cH:6][cH:7][cH:8][cH:9]1. Yields the product C=C(C)COc1ccc(OCc2ccccc2)cc1. RXN SMILES: [CH3:27][C:28](=[O:29])[CH3:30].[Cl:22][CH2:23][C:24](=[CH2:25])[CH3:26].[K+:16].[K+:17].[O-:18][C:19]([O-:20])=[O:21].[OH:1][c:2]1[cH:3][cH:4][c:5]([O:6][CH2:7][c:8]2[cH:9][cH:10][cH:11][cH:12][cH:13]2)[cH:14][cH:15]1>>[O:1]([c:2]1[cH:3][cH:4][c:5]([O:6][CH2:7][c:8]2[cH:9][cH:10][cH:11][cH:12][cH:13]2)[cH:14][cH:15]1)[CH2:25][C:24](=[CH2:23])[CH3:26]. Starting materials: CC(C)=O, C=C(C)CCl, [K+], [K+], O=C([O-])[O-], Oc1ccc(OCc2ccccc2)cc1.